The task is: describe an organic reaction: reactants, conditions, products, and yield. This data is from the Open Reaction Database (ORD), a public repository of structured organic reaction records. Starting materials: ClCCl, O=C1OC(=O)c2ccccc21, CN(C)C=O, Nc1cc(-c2cccc3[nH]ccc23)cc2[nH]ncc12. The product is O=C1c2ccccc2C(=O)N1c1cc(-c2cccc3[nH]ccc23)cc2[nH]ncc12. RXN SMILES: [Cl:36][CH2:37][Cl:38].[O:20]=[C:21]1[O:22][C:23](=[O:24])[c:25]2[cH:26][cH:27][cH:28][cH:29][c:30]21.[O:31]=[CH:32][N:33]([CH3:34])[CH3:35].[nH:1]1[cH:2][cH:3][c:4]2[c:5](-[c:10]3[cH:11][c:12]([NH2:19])[c:13]4[cH:14][n:15][nH:16][c:17]4[cH:18]3)[cH:6][cH:7][cH:8][c:9]12>>[nH:1]1[cH:2][cH:3][c:4]2[c:5](-[c:10]3[cH:11][c:12]([N:19]4[C:21](=[O:20])[c:30]5[c:25]([cH:26][cH:27][cH:28][cH:29]5)[C:23]4=[O:22])[c:13]4[cH:14][n:15][nH:16][c:17]4[cH:18]3)[cH:6][cH:7][cH:8][c:9]12. Run in S(O)(O)(=O)=O (sulfuric acid), S(O)(O)(=O)=O (sulfuric acid). Reaction conditions: temperature 10 celsius, time 2 hour. The product is CS(=O)(=O)C1=CC(=C(C=C1)C)[N+](=O)[O-] (4-methylsulfonyl-2-nitrotoluene). RXN SMILES: [CH3:1][S:2]([C:5]1[CH:10]=[CH:9][C:8]([CH3:11])=[CH:7][CH:6]=1)(=[O:4])=[O:3].[N+:12]([O-])([OH:14])=[O:13]>S(=O)(=O)(O)O>[CH3:1][S:2]([C:5]1[CH:10]=[CH:9][C:8]([CH3:11])=[C:7]([N+:12]([O-:14])=[O:13])[CH:6]=1)(=[O:3])=[O:4]. The reactants are CS(=O)(=O)C1=CC=C(C=C1)C (4-methylsulfonyltoluene), [N+](=O)(O)[O-] (nitric acid), ice. Reported procedure: 68 g of 4-methylsulfonyltoluene in 400 ml of concentrated sulfuric acid were admixed at 0°-10° C. with a mixture of 80 ml of concentrated sulfuric acid and 31 ml of 65% strength by weight nitric acid. The reaction mixture was stirred at 10° C. for 2 hours and at room temperature for a further 2 hours. It was then poured onto about 1 kg of ice, and the solids were filtered off with suction, washed with water and dried at 50° C. under reduced pressure, to leave 85 g of 4-methylsulfonyl-2-nitrotolu... Starting materials: OC(C)(C)C1=CC=C(C=C1)C(C)(C)O (α,α'-dihydroxy-p-diisopropyl benzene), CC1=C(C=CC(=C1)C)O (2,4-dimethyl phenol), CC1=C(C=CC(=C1)C)O (2,4-dimethyl phenol). Run at time 15 minute. Product: OC1=C(C=C(C=C1C)C)C1=C(C=CC(=C1)C(C)C)C(C)C (2-hydroxy-3,5-dimethyl phenyl-p-diisopropyl benzene). The yield is 80.0%. RXN SMILES: O[C:2]([C:5]1[CH:10]=[CH:9][C:8]([C:11](O)([CH3:13])[CH3:12])=[CH:7][CH:6]=1)([CH3:4])[CH3:3].[CH3:15][C:16]1[CH:21]=[C:20]([CH3:22])[CH:19]=[CH:18][C:17]=1[OH:23]>>[OH:23][C:17]1[C:16]([CH3:15])=[CH:21][C:20]([CH3:22])=[CH:19][C:18]=1[C:9]1[CH:10]=[C:5]([CH:2]([CH3:4])[CH3:3])[CH:6]=[CH:7][C:8]=1[CH:11]([CH3:13])[CH3:12]. Procedure details: A solution of 1164 g (6 mols) of α,α'-dihydroxy-p-diisopropyl benzene in 5490 g (45 mols) of 2,4-dimethyl phenol is added dropwise with stirring over a period of 9 to 10 hours at 150° C in a nitrogen atmosphere to a solution of 1830 g (15 mols) of 2,4-dimethyl phenol. At the same time, about 200 to 210 g of water distilled over. The reaction mixture is stirred for 15 minutes, the catalyst is neutralised with 6.5 g of soda and freed from 2,4-dimethyl phenol under reduced pressure up to a sump tem... The reactants are S=C(c1ncc[nH]1)c1ncc[nH]1, CN(C)C=O, CC(=NN)c1nn(C)c(-c2ccc(C(F)(F)F)cc2)c1O, NC(=O)CCNC(=O)c1cccc(N)c1, O. Product: CC(=NNC(=S)Nc1cccc(C(=O)NCCC(N)=O)c1)c1nn(C)c(-c2ccc(C(F)(F)F)cc2)c1O. As a reaction SMILES: [C:21](=[S:22])([c:23]1[nH:24][cH:25][cH:26][n:27]1)[c:28]1[nH:29][cH:30][cH:31][n:32]1.[CH3:16][N:17]([CH3:18])[CH:19]=[O:20].[N:33]([NH2:34])=[C:35]([CH3:36])[c:37]1[n:38][n:39]([CH3:53])[c:40](-[c:43]2[cH:44][cH:45][c:46]([C:49]([F:50])([F:51])[F:52])[cH:47][cH:48]2)[c:41]1[OH:42].[NH2:1][c:2]1[cH:3][c:4]([C:5](=[O:6])[NH:7][CH2:8][CH2:9][C:10]([NH2:11])=[O:12])[cH:13][cH:14][cH:15]1.[OH2:54]>>[NH:1]([c:2]1[cH:3][c:4]([C:5](=[O:6])[NH:7][CH2:8][CH2:9][C:10]([NH2:11])=[O:12])[cH:13][cH:14][cH:15]1)[C:21](=[S:22])[NH:34][N:33]=[C:35]([CH3:36])[c:37]1[n:38][n:39]([CH3:53])[c:40](-[c:43]2[cH:44][cH:45][c:46]([C:49]([F:50])([F:51])[F:52])[cH:47][cH:48]2)[c:41]1[OH:42]. Reactants: C=C(OCC)[Sn](CCCC)(CCCC)CCCC, Cc1nc(Cl)c([N+](=O)[O-])c(Cl)n1, [F-], [K+], C1CCOC1, Cl[Pd]Cl, c1ccc(P(c2ccccc2)c2ccccc2)cc1, c1ccc(P(c2ccccc2)c2ccccc2)cc1. Product: C=C(OCC)c1nc(C)nc(Cl)c1[N+](=O)[O-]. Reaction SMILES: [CH2:13]([Sn:14]([CH2:15][CH2:16][CH2:17][CH3:23])([C:18](=[CH2:19])[O:20][CH2:21][CH3:22])[CH2:24][CH2:25][CH2:26][CH3:27])[CH2:28][CH2:29][CH3:30].[Cl:1][c:2]1[n:3][c:4]([CH3:12])[n:5][c:6]([Cl:11])[c:7]1[N+:8](=[O:9])[O-:10].[F-:31].[K+:32].[O:33]1[CH2:34][CH2:35][CH2:36][CH2:37]1.[Pd:38]([Cl:39])[Cl:40].[c:41]1([P:42]([c:43]2[cH:44][cH:45][cH:46][cH:47][cH:48]2)[c:49]2[cH:50][cH:51][cH:52][cH:53][cH:54]2)[cH:55][cH:56][cH:57][cH:58][cH:59]1.[c:60]1([P:61]([c:62]2[cH:63][cH:64][cH:65][cH:66][cH:67]2)[c:68]2[cH:69][cH:70][cH:71][cH:72][cH:73]2)[cH:74][cH:75][cH:76][cH:77][cH:78]1>>[c:2]1([C:18](=[CH2:19])[O:20][CH2:21][CH3:22])[n:3][c:4]([CH3:12])[n:5][c:6]([Cl:11])[c:7]1[N+:8](=[O:9])[O-:10].